From a dataset of the Open Reaction Database (ORD), a public repository of structured organic reaction records. describe an organic reaction: reactants, conditions, products, and yield Reactants: COC=1C=CC=2C3CC(CCC3C(N(C2C1)C)(C)C)C (3-methoxy-5,6,6,9-tetramethyl-5,6,6a,7,8,9,10,10a-octahydro-phenanthridine), CNC1=C(C=CC(=C1)OC)C(C[C@@H](CCC=C(C)C)C)O ((3R)-1-(2-methylamino-4-methoxy-phenyl)3,7-dimethyl-oct-6-en-1-ol), C1(=CC=CC=C1)B(O)O (phenylboronic acid), C(CC)(=O)O (propionic acid). The solvent is C1=CC=CC=C1 (benzene), C(Cl)(Cl)Cl (CHCl3). The product is COC=1C=CC=2[C@@H]3C[C@@H](CC[C@H]3C(N(C2C1)C)(C)C)C ((6aR,9R,10aR)-3-Methoxy-5,6,6,9-tetramethyl-5,6,6a,7,8,9,10,10a-octahydro-phenanthridine). Reaction SMILES: [CH3:1][NH:2][C:3]1[CH:8]=[C:7]([O:9][CH3:10])[CH:6]=[CH:5][C:4]=1[CH:11](O)[CH2:12][C@H:13]([CH3:20])[CH2:14][CH2:15][CH:16]=[C:17]([CH3:19])[CH3:18].C1(B(O)O)C=CC=CC=1.C(O)(=O)CC.COC1C=CC2C3C(C(C)(C)N(C)C=2C=1)CCC(C)C3>C1C=CC=CC=1.C(Cl)(Cl)Cl>[CH3:10][O:9][C:7]1[CH:6]=[CH:5][C:4]2[C@H:11]3[C@H:16]([C:17]([CH3:19])([CH3:18])[N:2]([CH3:1])[C:3]=2[CH:8]=1)[CH2:15][CH2:14][C@@H:13]([CH3:20])[CH2:12]3. Procedure details: A mixture of (3R)-1-(2-methylamino-4-methoxy-phenyl)3,7-dimethyl-oct-6-en-1-ol (291 mg, 1 mmol), phenylboronic acid (365 mg, 3 mmol) and propionic acid (22 rag, 0.3 mmol) in benzene (10 mL) was refluxed for 20 h to give, after chromatography, 140 mg (51%) of (6aR,9 R, 10aR)-3-methoxy-5,6,6,9-tetramethyl-5,6,6a,7,8,9,10,10a-octahydro-phenanthridine: [α]D +37 (c 4.5, CHCl3); 1H nmr (400 MHz, CD3COCD3), δ 0.83 (q, 1H, J=11.6 Hz, H-10ax), 0.98 (d, 3H, J=6.5 Hz), 1.0 (s, 3H), 1.20 (m, 2H), 1.22 (m, 1...